This data is from the Open Reaction Database (ORD), a public repository of structured organic reaction records. The task is: describe an organic reaction: reactants, conditions, products, and yield Reactants: ClC=1SC2=C(N=C(N=C2O)C(F)(F)F)N1 (2-chloro-5-trifluoromethyl-thiazolo[4,5-d]pyrimidin-7-ol), O (water), P(=O)(Cl)(Cl)Cl (phosphorus oxychloride). Product: ClC=1SC2=C(N=C(N=C2Cl)C(F)(F)F)N1 (2,7-dichloro-5-trifluoromethyl-thiazolo[4,5-d]pyrimidine). RXN SMILES: [Cl:1][C:2]1[S:3][C:4]2[C:9](O)=[N:8][C:7]([C:11]([F:14])([F:13])[F:12])=[N:6][C:5]=2[N:15]=1.O.P(Cl)(Cl)([Cl:19])=O>>[Cl:1][C:2]1[S:3][C:4]2[C:9]([Cl:19])=[N:8][C:7]([C:11]([F:14])([F:13])[F:12])=[N:6][C:5]=2[N:15]=1. Procedure details: To a solution of the compound (1.35 g) obtained in Step 7 in phosphorus oxychloride (20 ml) was added water (190 mg) with stirring under ice-cooling, and the mixture was stirred at 100° C. for 3 hr. The reaction mixture was concentrated under reduced pressure, and partitioned by adding chloroform and water. The organic layer was washed successively with water and saturated brine, dried over anhydrous magnesium sulfate, filtrated, and concentrated under reduced pressure. The residue was purified ...